Dataset: the Open Reaction Database (ORD), a public repository of structured organic reaction records. Task: describe an organic reaction: reactants, conditions, products, and yield The reactants are NC=1C=C(C(=O)C2CCN(CC2)C)C=CC1 (4-[3-aminobenzoyl]-1-methylpiperidine), FC1=C(C(=O)Cl)C=C(C(=C1)F)F (2,4,5-trifluorobenzoyl chloride). Product: FC1=C(C(=O)NC=2C=C(C(=O)C3CCN(CC3)C)C=CC2)C=C(C(=C1)F)F (4-[3-(2,4,5-trifluorobenzamidyl)benzoyl]-1-methylpiperidine). RXN SMILES: [NH2:1][C:2]1[CH:3]=[C:4]([CH:14]=[CH:15][CH:16]=1)[C:5]([CH:7]1[CH2:12][CH2:11][N:10]([CH3:13])[CH2:9][CH2:8]1)=[O:6].[F:17][C:18]1[CH:26]=[C:25]([F:27])[C:24]([F:28])=[CH:23][C:19]=1[C:20](Cl)=[O:21]>>[F:17][C:18]1[CH:26]=[C:25]([F:27])[C:24]([F:28])=[CH:23][C:19]=1[C:20]([NH:1][C:2]1[CH:3]=[C:4]([CH:14]=[CH:15][CH:16]=1)[C:5]([CH:7]1[CH2:8][CH2:9][N:10]([CH3:13])[CH2:11][CH2:12]1)=[O:6])=[O:21]. Procedure details: Beginning with 4-[3-aminobenzoyl]-1-methylpiperidine (25 mg, 0.115 mmol) and 2,4,5-trifluorobenzoyl chloride (29 μL, 0.229 mmol) and mixing for 24 h, 46.2 mg (>100%) of the title compound were recovered. Starting materials: ClC1=C(OCC(=O)O)C=CC(=C1Cl)C1=CC(CCC1CC)=O ([2,3-dichloro-4-(6-ethyl-3-oxo-1-cyclohexen-1-yl)phenoxy]acetic acid), C(=O)(N1C=NC=C1)N1C=NC=C1 (1,1'-carbonyldiimidazole), OC(C(=O)O)(C)C (2-hydroxy-2-methylpropanoic acid). The solvent is O1CCCC1 (tetrahydrofuran), O1CCCC1 (THF). Reaction conditions: time 1 hour. The product is ClC1=C(OCC(=O)OC(C)(C)C(=O)O)C=CC(=C1Cl)C1=CC(CCC1CC)=O (1-carboxy-1-methylethyl [2,3-dichloro-4-(6-ethyl-3-oxo-1-cyclohexen-1-yl)phenoxy]acetate). RXN SMILES: [Cl:1][C:2]1[C:12]([Cl:13])=[C:11]([C:14]2[CH:19]([CH2:20][CH3:21])[CH2:18][CH2:17][C:16](=[O:22])[CH:15]=2)[CH:10]=[CH:9][C:3]=1[O:4][CH2:5][C:6]([OH:8])=[O:7].C(N1C=CN=C1)(N1C=CN=C1)=O.O[C:36]([CH3:41])([CH3:40])[C:37]([OH:39])=[O:38]>O1CCCC1>[Cl:1][C:2]1[C:12]([Cl:13])=[C:11]([C:14]2[CH:19]([CH2:20][CH3:21])[CH2:18][CH2:17][C:16](=[O:22])[CH:15]=2)[CH:10]=[CH:9][C:3]=1[O:4][CH2:5][C:6]([O:8][C:36]([C:37]([OH:39])=[O:38])([CH3:41])[CH3:40])=[O:7]. Procedure details: To a stirred solution of [2,3-dichloro-4-(6-ethyl-3-oxo-1-cyclohexen-1-yl)phenoxy]acetic acid (2.06 g, 0.006 mole) under nitrogen in tetrahydrofuran (THF) (50 ml) was added 1,1'-carbonyldiimidazole (0.97 g, 0.006 mole). The solution was stirred for 1 hour then 2-hydroxy-2-methylpropanoic acid (0.62 g, 0.006 mole) in THF (25 ml) was added and stirring was continued overnight. The THF was evaporated in vacuo and the residue chromatographed on silica (300 g) eluting with CH2Cl2 -THF-AcOH (100:2:1).... The reactants are CCn1nc(C(N)=O)cc1CCN1C(=O)c2ccccc2C1=O, Cc1ccccc1, O=S(Cl)Cl. Product: CCn1nc(C#N)cc1CCN1C(=O)c2ccccc2C1=O. RXN SMILES: [CH2:1]([CH3:2])[n:3]1[n:4][c:5]([C:21](=[O:22])[NH2:23])[cH:6][c:7]1[CH2:8][CH2:9][N:10]1[C:11](=[O:20])[c:12]2[c:13]([cH:16][cH:17][cH:18][cH:19]2)[C:14]1=[O:15].[CH3:28][c:29]1[cH:30][cH:31][cH:32][cH:33][cH:34]1.[S:24]([Cl:25])([Cl:26])=[O:27]>>[CH2:1]([CH3:2])[n:3]1[n:4][c:5]([C:21]#[N:23])[cH:6][c:7]1[CH2:8][CH2:9][N:10]1[C:11](=[O:20])[c:12]2[c:13]([cH:16][cH:17][cH:18][cH:19]2)[C:14]1=[O:15]. Reactants: CCOC(C)=O, O=[N+]([O-])c1ccc(Oc2ccc3oc4ccccc4c3c2)cc1. Reaction SMILES: [CH3:24][CH2:25][O:26][C:27]([CH3:28])=[O:29].[cH:1]1[c:2]([O:14][c:15]2[cH:16][cH:17][c:18]([N+:21]([O-:22])=[O:23])[cH:19][cH:20]2)[cH:3][cH:4][c:5]2[o:6][c:7]3[c:8]([c:9]12)[cH:10][cH:11][cH:12][cH:13]3>>[cH:1]1[c:2]([O:14][c:15]2[cH:16][cH:17][c:18]([NH2:21])[cH:19][cH:20]2)[cH:3][cH:4][c:5]2[o:6][c:7]3[c:8]([c:9]12)[cH:10][cH:11][cH:12][cH:13]3. Yields the product Nc1ccc(Oc2ccc3oc4ccccc4c3c2)cc1. Reactants: COC(=O)c1cccc(CBr)c1, O=C([O-])[O-], CCOC(C)=O, [Cs+], [Cs+], CN(C)C=O, O, SCCc1ccccc1. Product: COC(=O)c1cccc(CSCCc2ccccc2)c1. Reaction SMILES: [Br:10][CH2:11][c:12]1[cH:13][c:14]([C:15](=[O:16])[O:17][CH3:18])[cH:19][cH:20][cH:21]1.[C:22](=[O:23])([O-:24])[O-:25].[CH3:33][CH2:34][O:35][C:36](=[O:37])[CH3:38].[Cs+:26].[Cs+:27].[O:28]=[CH:29][N:30]([CH3:31])[CH3:32].[OH2:39].[c:1]1([CH2:7][CH2:8][SH:9])[cH:2][cH:3][cH:4][cH:5][cH:6]1>>[c:1]1([CH2:7][CH2:8][S:9][CH2:11][c:12]2[cH:13][c:14]([C:15](=[O:16])[O:17][CH3:18])[cH:19][cH:20][cH:21]2)[cH:2][cH:3][cH:4][cH:5][cH:6]1. Reactants: COc1cc(Nc2c(C#N)cnc3cc(NC(C)=O)c(OC)cc23)c(Cl)cc1Cl, Cl. Yields the product COc1cc2c(Nc3cc(OC)c(Cl)cc3Cl)c(C#N)cnc2cc1N. RXN SMILES: [C:1](#[N:2])[c:3]1[cH:4][n:5][c:6]2[cH:7][c:8]([NH:26][C:27](=[O:28])[CH3:29])[c:9]([O:24][CH3:25])[cH:10][c:11]2[c:12]1[NH:13][c:14]1[c:15]([Cl:23])[cH:16][c:17]([Cl:22])[c:18]([O:20][CH3:21])[cH:19]1.[ClH:30]>>[C:1](#[N:2])[c:3]1[cH:4][n:5][c:6]2[cH:7][c:8]([NH2:26])[c:9]([O:24][CH3:25])[cH:10][c:11]2[c:12]1[NH:13][c:14]1[c:15]([Cl:23])[cH:16][c:17]([Cl:22])[c:18]([O:20][CH3:21])[cH:19]1. Starting materials: C(=O)(O)C1=CC(=NN1C)OCC(=O)OCC (ethyl (5-carboxy-1-methypyrazol-3-yl)oxyacetate), CCN=C=NCCCN(C)C (EDCI), C(CC)N1C(=O)N(C(=O)C(=C1N)N)CCC (1,3-dipropyl-5,6-diaminouracil). Solvent: CO (methanol), CO (methanol). Run at time 2 hour. Product: C(CC)N1C(=O)N(C=2N=C(NC2C1=O)C1=CC(=NN1C)OCC(=O)O)CCC (2-[5-(1,3-dipropyl-xanthin-8-yl)-1-methylpyrazol-3-vloxy]acetic acid). As a reaction SMILES: [C:1]([C:4]1[N:8]([CH3:9])[N:7]=[C:6]([O:10][CH2:11][C:12]([O:14]CC)=[O:13])[CH:5]=1)(O)=O.CCN=C=NCCCN(C)C.[CH2:28]([N:31]1[C:38]([NH2:39])=[C:37]([NH2:40])[C:35](=[O:36])[N:34]([CH2:41][CH2:42][CH3:43])[C:32]1=[O:33])[CH2:29][CH3:30]>CO>[CH2:41]([N:34]1[C:35](=[O:36])[C:37]2[NH:40][C:1]([C:4]3[N:8]([CH3:9])[N:7]=[C:6]([O:10][CH2:11][C:12]([OH:14])=[O:13])[CH:5]=3)=[N:39][C:38]=2[N:31]([CH2:28][CH2:29][CH3:30])[C:32]1=[O:33])[CH2:42][CH3:43]. Procedure: To a solution of ethyl (5-carboxy-1-methypyrazol-3-yl)oxyacetate (0.5 mmol) and EDCI (0.5 mmol) in methanol (20 mL) was added a solution of 1,3-dipropyl-5,6-diaminouracil (0.5 mmol), dissolved in methanol (20 mL). The mixture was stirred at room temperature for two hours, the solvent was then removed in vacuo, water added, and the solid that formed was collected by filtration and washed with additional cold water. The intermediate amide was heated in 20 mL of 2.5 N NaOH at 70° C. for 30 minutes ... The reactants are CCO, [Li+], [OH-], O, CC1(c2ccc3cc(OC4CCC(c5ccccc5)CC4)ccc3c2)COC(=O)N1. Product: CC(N)(CO)c1ccc2cc(OC3CCC(c4ccccc4)CC3)ccc2c1. As a reaction SMILES: [CH3:33][CH2:34][OH:35].[Li+:31].[OH-:32].[OH2:36].[c:1]1([CH:7]2[CH2:8][CH2:9][CH:10]([O:13][c:14]3[cH:15][c:16]4[cH:17][cH:18][c:19]([C:24]5([CH3:30])[NH:25][C:26](=[O:29])[O:27][CH2:28]5)[cH:20][c:21]4[cH:22][cH:23]3)[CH2:11][CH2:12]2)[cH:2][cH:3][cH:4][cH:5][cH:6]1>>[c:1]1([CH:7]2[CH2:8][CH2:9][CH:10]([O:13][c:14]3[cH:15][c:16]4[cH:17][cH:18][c:19]([C:24]([NH2:25])([CH2:28][OH:27])[CH3:30])[cH:20][c:21]4[cH:22][cH:23]3)[CH2:11][CH2:12]2)[cH:2][cH:3][cH:4][cH:5][cH:6]1. Starting materials: CN(C1=CC2=C(OCO2)C=C1)N[C@@H](CSC)C(=O)NC(=O)OC(C)(C)C ((N-methyl-1,3-benzodioxol-5-ylamino)-N-t-butoxycarbonyl-S-methyl-L-cysteinamide), Cl (hydrochloric acid). Solvent: C(C)(=O)OCC (ethyl acetate). Yields the product Cl.CN(C1=CC2=C(OCO2)C=C1)N[C@@H](CSC)C(=O)N ((N-methyl-1,3-benzodioxol-5-ylamino)-S-methyl-L-cysteinamide hydrochloride). Isolated yield 86.0%. Reaction SMILES: [CH3:1][N:2]([NH:12][C@H:13]([C:17]([NH:19]C(OC(C)(C)C)=O)=[O:18])[CH2:14][S:15][CH3:16])[C:3]1[CH:11]=[CH:10][C:6]2[O:7][CH2:8][O:9][C:5]=2[CH:4]=1.[ClH:27]>C(OCC)(=O)C>[ClH:27].[CH3:1][N:2]([NH:12][C@H:13]([C:17]([NH2:19])=[O:18])[CH2:14][S:15][CH3:16])[C:3]1[CH:11]=[CH:10][C:6]2[O:7][CH2:8][O:9][C:5]=2[CH:4]=1 |f:3.4|. Procedure: After 6.323 g (17.183 mmol) of (N-methyl-1,3-benzodioxol-5-ylamino)-N-t-butoxycarbonyl-S-methyl-L-cysteinamide were dissolved in 100 ml of ethyl acetate, an excess of hydrochloric acid was ebulated. A precipitate so precipitated was collected by filtration, washed with ether, and then dried under reduced pressure, whereby 4.5 g of (N-methyl-1,3-benzodioxol-5-ylamino)-S-methyl-L-cysteinamide hydrochloride were obtained (yield: 86%). Reactants: C(C1=CC=CC=C1)(=O)NN (benzoic hydrazide), C1(=CC=C(C=C1)S(=O)(=O)O)C (p-toluenesulfonic acid). The solvent is C(C)OC(OCC)OCC (triethylorthoformate). Run at temperature 120 celsius. Yields the product C1(=CC=CC=C1)C=1OC=NN1 (2-phenyl-[1.3.4]-oxadiazole). The yield is 5695.0%. As a reaction SMILES: [C:1]([NH:9][NH2:10])(=[O:8])[C:2]1[CH:7]=[CH:6][CH:5]=[CH:4][CH:3]=1.[C:11]1(C)C=CC(S(O)(=O)=O)=CC=1>C(OC(OCC)OCC)C>[C:2]1([C:1]2[O:8][CH:11]=[N:10][N:9]=2)[CH:7]=[CH:6][CH:5]=[CH:4][CH:3]=1. Procedure details: A mixture of the benzoic hydrazide (22.5 g, 165 mmol), triethylorthoformate (150 mL) and p-toluenesulfonic acid (300 mg) was heated at 120° C. for 12 h. Excess triethylorthoformate was removed under vacuum and the residue was purified by silica gel column chromatography to produce 2-phenyl-[1.3.4]-oxadiazole (14.5 g).